This data is from the Open Reaction Database (ORD), a public repository of structured organic reaction records. The task is: describe an organic reaction: reactants, conditions, products, and yield Starting materials: CO, COC(c1cc(C)no1)c1ccccc1C=O, Cl, Cl, NO, c1ccncc1. Product: COC(c1cc(C)no1)c1ccccc1C=NO. As a reaction SMILES: [CH3:28][OH:29].[CH:1](=[O:2])[c:3]1[c:4]([CH:5]([O:6][CH3:7])[c:8]2[cH:9][c:10]([CH3:13])[n:11][o:12]2)[cH:14][cH:15][cH:16][cH:17]1.[ClH:18].[ClH:27].[NH2:19][OH:20].[cH:21]1[cH:22][cH:23][n:24][cH:25][cH:26]1>>[CH:1]([c:3]1[c:4]([CH:5]([O:6][CH3:7])[c:8]2[cH:9][c:10]([CH3:13])[n:11][o:12]2)[cH:14][cH:15][cH:16][cH:17]1)=[N:19][OH:20]. The reactants are C(C=C)OC(=O)N1[C@@H](C[C@H](C1)O[Si](C)(C)C(C)(C)C)CC#N ((2R, 4R) -1-allyloxycarbonyl-2-cyanomethyl-4-t-butyldimethylsilyloxypyrrolidine), Cl (hydrochloric acid), C[O-].[Na+] (Sodium methoxide). Solvent: CO (methanol), CO (methanol). Conditions: temperature 5 celsius, time 1 hour. Yields the product C(C=C)OC(=O)N1[C@@H](C[C@H](C1)O)CC#N ((2R,4R)-1-allyloxycarbonyl-2-cyanomethyl-4-hydroxypyrrolidine). Yield: 99.2%. Reaction SMILES: [CH2:1]([O:4][C:5]([N:7]1[CH2:11][C@H:10]([O:12][Si](C(C)(C)C)(C)C)[CH2:9][C@H:8]1[CH2:20][C:21]#[N:22])=[O:6])[CH:2]=[CH2:3].Cl.C[O-].[Na+]>CO>[CH2:1]([O:4][C:5]([N:7]1[CH2:11][C@H:10]([OH:12])[CH2:9][C@H:8]1[CH2:20][C:21]#[N:22])=[O:6])[CH:2]=[CH2:3] |f:2.3|. Procedure: To a solution of (2R, 4R) -1-allyloxycarbonyl-2-cyanomethyl-4-t-butyldimethylsilyloxypyrrolidine (4.65 g) in methanol (23.3 ml) was added conc. hydrochloric acid (2.38 ml) at ice-cooling. After stirring at 15°-25° C. for 1 hour, the solution was cooled at 5° C. 28% Sodium methoxide in methanol (5.52 ml) was added to the cold solution and the mixture was stirred at 0°-10° C. for 10 minutes. After removal of insoluble material by filtration, the filtrate was concentrated under reduced pressure. Ac... Reactants: C(=O)(O)C1=NC2=CC(=CC(=C2C(=C1)C(=O)OC)Cl)Cl (2-Carboxy-5,7-dichloro-4-methoxycarbonylquinoline), [H][H] (hydrogen). Reagents/catalysts: [Pt]=O (platinum oxide). Run in CO (methanol). Product: C(=O)(O)[C@@H]1NC2=CC(=CC(=C2[C@@H](C1)C(=O)OC)Cl)Cl (Cis-2-carboxy-5,7-dichloro-4-methoxycarbonyl-1,2,3,4-tetrahydroquinoline). The yield is 26.7%. RXN SMILES: [C:1]([C:4]1[CH:13]=[C:12]([C:14]([O:16][CH3:17])=[O:15])[C:11]2[C:6](=[CH:7][C:8]([Cl:19])=[CH:9][C:10]=2[Cl:18])[N:5]=1)([OH:3])=[O:2].[H][H]>CO.[Pt]=O>[C:1]([C@H:4]1[CH2:13][C@@H:12]([C:14]([O:16][CH3:17])=[O:15])[C:11]2[C:6](=[CH:7][C:8]([Cl:19])=[CH:9][C:10]=2[Cl:18])[NH:5]1)([OH:3])=[O:2]. Reported procedure: 2-Carboxy-5,7-dichloro-4-methoxycarbonylquinoline (4.8 g) was dissolved in methanol (300 ml) and platinum oxide (0.48 g) was suspended in the solution. Rapid stirring under one atmosphere of hydrogen at room temperature for 75 minutes, followed by filtration and evaporation gave a crude product which was purified by chromatography on silica gel with 2.5% methanol, 0.5% acetic acid and 97% dichloromethane as eluent to give the title compound as a colourless solid (1.3 g, m.p. 154°-156° C.); δ (36... Starting materials: Brc1cnc2[nH]ccc2c1, C[O-], CN(C)C=O, CO, [Cu]Br, [Na+]. Product: COc1cnc2[nH]ccc2c1. RXN SMILES: [Br:1][c:2]1[cH:3][c:4]2[cH:5][cH:6][nH:7][c:8]2[n:9][cH:10]1.[CH3:11][O-:12].[CH3:14][N:15]([CH3:16])[CH:17]=[O:18].[CH3:19][OH:20].[Cu:21][Br:22].[Na+:13]>>[c:2]1([O:12][CH3:11])[cH:3][c:4]2[cH:5][cH:6][nH:7][c:8]2[n:9][cH:10]1.